This data is from the Open Reaction Database (ORD), a public repository of structured organic reaction records. The task is: describe an organic reaction: reactants, conditions, products, and yield Reactants: Cl, NC1CNC1=O, C1CCOC1, O, O=C(O)Cc1ccccc1. The product is O=C(Cc1ccccc1)NC1CNC1=O. RXN SMILES: [ClH:18].[NH2:1][CH:2]1[C:3](=[O:6])[NH:4][CH2:5]1.[O:19]1[CH2:20][CH2:21][CH2:22][CH2:23]1.[OH2:7].[OH:8][C:9](=[O:10])[CH2:11][c:12]1[cH:13][cH:14][cH:15][cH:16][cH:17]1>>[NH:1]([CH:2]1[C:3](=[O:6])[NH:4][CH2:5]1)[C:9](=[O:8])[CH2:11][c:12]1[cH:13][cH:14][cH:15][cH:16][cH:17]1. Reactants: C(C=CC1=CC=CC=C1)O (cinnamyl alcohol), [OH-].[Na+] (sodium hydroxide), O (water). Reagents/catalysts: [Ni] (nickel), catalyst. The product is C1(=CC=CC=C1)CCC(=O)[O-].[Na+] (sodium 3-phenylpropionate), C1(=CC=CC=C1)CCCO (3-phenylpropanol), C(C1=CC=CC=C1)(=O)[O-].[Na+] (sodium benzoate). RXN SMILES: [CH2:1]([OH:10])[CH:2]=[CH:3][C:4]1[CH:9]=[CH:8][CH:7]=[CH:6][CH:5]=1.[OH-:11].[Na+:12].[OH2:13]>[Ni]>[C:4]1([CH2:3][CH2:2][C:1]([O-:11])=[O:10])[CH:9]=[CH:8][CH:7]=[CH:6][CH:5]=1.[Na+:12].[C:4]1([CH2:3][CH2:2][CH2:1][OH:10])[CH:9]=[CH:8][CH:7]=[CH:6][CH:5]=1.[C:3]([O-:13])(=[O:11])[C:4]1[CH:9]=[CH:8][CH:7]=[CH:6][CH:5]=1.[Na+:12] |f:1.2,5.6,8.9|. Procedure details: Into a 300 ml nickel autoclave are charged cinnamyl alcohol (50.0 g, 0.37 mo1), sodium hydroxide (34.6 g, 0.43 mol), the catalyst of Example 2 (12.8 g catalyst suspended in 48.6 g water) and water (75 g). The autoclave is sealed and purged with nitrogen. The autoclave is heated under pressure of 1.0×106Pascals to 170° C. After hydrogen evolution ceases, the reaction product filtered and the basic filtrate is extracted with diethylether. The aqueous phase is acidified and extracted with ether. Th... Reactants: N#CCCc1ccccc1, CCOC(=O)C(=O)OCC, CCO, [Na]. The product is CCOC(=O)C(=O)C(C#N)Cc1ccccc1. Reaction SMILES: [C:12]([CH2:13][CH2:14][c:15]1[cH:16][cH:17][cH:18][cH:19][cH:20]1)#[N:21].[C:2]([C:3]([O:5][CH2:4][CH3:6])=[O:7])(=[O:8])[O:9][CH2:10][CH3:11].[CH3:22][CH2:23][OH:24].[Na:1]>>[C:2]([C:3](=[O:5])[CH:13]([C:12]#[N:21])[CH2:14][c:15]1[cH:16][cH:17][cH:18][cH:19][cH:20]1)(=[O:8])[O:9][CH2:10][CH3:11]. Starting materials: CCO, Cl, N#C[N-]C#N, Nc1cc(-c2ccncn2)c[nH]c1=O, [NH4+], [Na+], [OH-]. Product: N#CNC(=N)Nc1cc(-c2ccncn2)c[nH]c1=O. As a reaction SMILES: [CH3:15][CH2:16][OH:17].[ClH:26].[N-:18]([C:19]#[N:20])[C:21]#[N:22].[NH2:1][c:2]1[c:3](=[O:14])[nH:4][cH:5][c:6](-[c:8]2[n:9][cH:10][n:11][cH:12][cH:13]2)[cH:7]1.[NH4+:24].[Na+:23].[OH-:25]>>[NH:1]([c:2]1[c:3](=[O:14])[nH:4][cH:5][c:6](-[c:8]2[n:9][cH:10][n:11][cH:12][cH:13]2)[cH:7]1)[C:21]([NH:18][C:19]#[N:20])=[NH:22]. The solvent is C1(=CC=CC=C1)C (toluene). As a reaction SMILES: O[N:2]=[C:3]([C:9](=O)[CH3:10])[C:4]([O:6][CH2:7][CH3:8])=[O:5].[F:12][C:13]([F:24])([F:23])[C:14]1[CH:15]=[C:16]([CH:18]=[CH:19][C:20]=1[O:21][CH3:22])[NH2:17].[C:25]1(C)C=CC(S([O-])(=O)=O)=C[CH:26]=1.[NH+]1C=CC=CC=1.C(OCC)(OCC)(OCC)C.O.C1(C)C=CC(S(O)(=O)=O)=CC=1>C1(C)C=CC=CC=1.[Pd]>[CH2:7]([O:6][C:4]([C:3]1[N:2]=[C:25]([CH3:26])[N:17]([C:16]2[CH:18]=[CH:19][C:20]([O:21][CH3:22])=[C:14]([C:13]([F:23])([F:24])[F:12])[CH:15]=2)[C:9]=1[CH3:10])=[O:5])[CH3:8] |f:2.3,5.6|. The reagents and catalysts are [Pd] (palladium on charcoal). The reactants are O.C1(=CC=C(C=C1)S(=O)(=O)O)C (p-toluenesulfonic acid monohydrate), C(C)(OCC)(OCC)OCC (triethyl orthoacetate), ON=C(C(=O)OCC)C(C)=O (Ethyl 2-Hydroxyimino-3-oxobutanoate), FC(C=1C=C(N)C=CC1OC)(F)F (3-trifluoromethyl-4-methoxyaniline), C1(=CC=C(C=C1)S(=O)(=O)[O-])C.[NH+]1=CC=CC=C1 (pyridinium p-toluenesulfonate). Procedure details: Ethyl 2-Hydroxyimino-3-oxobutanoate (1.67 g, 10.5 mmol) (Example C), 3-trifluoromethyl-4-methoxyaniline (2.0 g, 10.5 mmol) and pyridinium p-toluenesulfonate (0.13 g, 0.52 mmol) were stirred at 75° C. in toluene (15 ml) for 4 hrs. The reaction mixture was evaporated under vacuum at 40° C. The residue was dissolved in triethyl orthoacetate (14.3 ml, 78 mmol) and p-toluenesulfonic acid monohydrate (0.1 g, 0.52 mmol), and palladium on charcoal (0.6 g) were added. The reaction mixture was stirred for... Conditions: time 4 hour. Yield: 36.0%. The product is C(C)OC(=O)C=1N=C(N(C1C)C1=CC(=C(C=C1)OC)C(F)(F)F)C (1-(4-Methoxy-3-trifluoromethyl-phenyl)-2,5-dimethyl-1H-imidazole-4-carboxylic acid ethyl ester), solid. The reactants are Cl (hydrochloric acid), C(C)(=O)OCC (ethyl acetate), CN(CCN)C (2-dimethylaminoethylamine), CC1=NC(=CC(=C1C(=O)O)C1=CC(=CC=C1)[N+](=O)[O-])C1=CC=CC=C1 (2-methyl-4-(3-nitrophenyl)-6-phenyl-3-pyridinecarboxylic acid), C1(=CC=CC=C1)P(=O)(C1=CC=CC=C1)N=[N+]=[N-] (diphenylphosphorylazide). Run in O (water), C1=CC=CC=C1 (benzene), C(C)N(CC)CC (triethylamine). Yields the product CN(CCNC(NC=1C(=NC(=CC1C1=CC(=CC=C1)[N+](=O)[O-])C1=CC=CC=C1)C)=O)C (3-[3-(2-dimethylaminoethyl)ureido]-2-methyl-4-(3-nitrophenyl)-6-phenylpyridine). RXN SMILES: [CH3:1][C:2]1[C:7](C(O)=O)=[C:6]([C:11]2[CH:16]=[CH:15][CH:14]=[C:13]([N+:17]([O-:19])=[O:18])[CH:12]=2)[CH:5]=[C:4]([C:20]2[CH:25]=[CH:24][CH:23]=[CH:22][CH:21]=2)[N:3]=1.C1(P([N:40]=[N+]=[N-])(C2C=CC=CC=2)=O)C=CC=CC=1.[CH3:43][N:44]([CH3:48])[CH2:45][CH2:46][NH2:47].Cl.C([O:53][CH2:54]C)(=O)C>C1C=CC=CC=1.O.C(N(CC)CC)C>[CH3:43][N:44]([CH3:48])[CH2:45][CH2:46][NH:47][C:54](=[O:53])[NH:40][C:7]1[C:2]([CH3:1])=[N:3][C:4]([C:20]2[CH:21]=[CH:22][CH:23]=[CH:24][CH:25]=2)=[CH:5][C:6]=1[C:11]1[CH:16]=[CH:15][CH:14]=[C:13]([N+:17]([O-:19])=[O:18])[CH:12]=1. Reported procedure: A mixture of 2-methyl-4-(3-nitrophenyl)-6-phenyl-3-pyridinecarboxylic acid (5 g), triethylamine (1.5 g) and diphenylphosphorylazide (4.1 g) in benzene (50 ml) was refluxed for 2 hours. To the reaction mixture was added 2-dimethylaminoethylamine (1.6 g) and the mixture was further refluxed for 2 hours. After allowing to cool at ambient temperature, the reaction mixture was poured into a mixture of ethyl acetate (100 ml) and water (100 ml). The reaction mixture was adjusted to pH 2.0 with 10% hydr... Reactants: Br, C=CCn1c(=S)[nH]c2c(c1=O)C1(CCCCC1)Cc1ccccc1-2, CN(C)CCBr, CCO, [K+], [OH-], O. Yields the product C=CCn1c(SCCN(C)C)nc2c(c1=O)C1(CCCCC1)Cc1ccccc1-2. As a reaction SMILES: [BrH:25].[CH2:1]([CH:2]=[CH2:3])[n:4]1[c:5](=[S:24])[nH:6][c:7]2[c:12]([c:13]1=[O:14])[C:11]1([CH2:10][c:9]3[c:8]-2[cH:23][cH:22][cH:21][cH:20]3)[CH2:15][CH2:16][CH2:17][CH2:18][CH2:19]1.[CH3:26][N:27]([CH2:28][CH2:29][Br:30])[CH3:31].[CH3:35][CH2:36][OH:37].[K+:33].[OH-:32].[OH2:34]>>[CH2:1]([CH:2]=[CH2:3])[n:4]1[c:5]([S:24][CH2:29][CH2:28][N:27]([CH3:26])[CH3:31])[n:6][c:7]2[c:12]([c:13]1=[O:14])[C:11]1([CH2:10][c:9]3[c:8]-2[cH:23][cH:22][cH:21][cH:20]3)[CH2:15][CH2:16][CH2:17][CH2:18][CH2:19]1.